Dataset: the Open Reaction Database (ORD), a public repository of structured organic reaction records. Task: describe an organic reaction: reactants, conditions, products, and yield Reactants: CCO, Cl, [H][H], C=CC1CNCCC1CCCc1ccnc2ccccc12. Product: CCC1CNCCC1CCCc1ccnc2ccccc12. As a reaction SMILES: [CH3:25][CH2:26][OH:27].[ClH:22].[H:23][H:24].[n:1]1[cH:2][cH:3][c:4]([CH2:11][CH2:12][CH2:13][CH:14]2[CH:15]([CH:20]=[CH2:21])[CH2:16][NH:17][CH2:18][CH2:19]2)[c:5]2[cH:6][cH:7][cH:8][cH:9][c:10]12>>[n:1]1[cH:2][cH:3][c:4]([CH2:11][CH2:12][CH2:13][CH:14]2[CH:15]([CH2:20][CH3:21])[CH2:16][NH:17][CH2:18][CH2:19]2)[c:5]2[cH:6][cH:7][cH:8][cH:9][c:10]12. The reactants are N(C1=CC=CC=C1)CC(=O)C1=CC=CC=C1 (2-anilinoacetophenone), C(#N)CC(=O)OCC (ethyl cyanoacetate), C(C)(=O)[O-].[NH4+] (ammonium acetate). Reaction conditions: temperature 180 celsius, time 30 minute. Product: C(#N)C=1C(N(CC1C1=CC=CC=C1)C1=CC=CC=C1)=O (3-cyano -1,4-diphenyl-3-pyrrolin-2-one). The yield is 35.0%. RXN SMILES: [NH:1]([CH2:8][C:9]([C:11]1[CH:16]=[CH:15][CH:14]=[CH:13][CH:12]=1)=O)[C:2]1[CH:7]=[CH:6][CH:5]=[CH:4][CH:3]=1.[C:17]([CH2:19][C:20](OCC)=[O:21])#[N:18].C([O-])(=O)C.[NH4+]>>[C:17]([C:19]1[C:20](=[O:21])[N:1]([C:2]2[CH:7]=[CH:6][CH:5]=[CH:4][CH:3]=2)[CH2:8][C:9]=1[C:11]1[CH:16]=[CH:15][CH:14]=[CH:13][CH:12]=1)#[N:18] |f:2.3|. Procedure: A mixture of 21.1 grams (0.1 mol) of 2-anilinoacetophenone, 31.8 grams (0.28 mol) of ethyl cyanoacetate, and 8 grams (0.13 mol) of ammonium acetate were placed in a reaction flask fitted with a distillation head. The reaction mixture was placed in an oil bath pre-heated to a temperature of 180° C. At a reaction temperature of 100° C. the solid mixture liquified and stirred easily. The internal temperature of the reaction rose to 150° C. over a period of 30 minutes while a colorless distillate wa... Yields the product Cc1c(Cl)c(O)c(C(=O)Nc2nc3ccccc3[nH]2)c(=O)n1C. Starting materials: Brc1ccccc1, CCCCCC, CCOC(=O)c1c(O)c(Cl)c(C)n(C)c1=O, Nc1nc2ccccc2[nH]1. As a reaction SMILES: [Br:27][c:28]1[cH:29][cH:30][cH:31][cH:32][cH:33]1.[CH3:34][CH2:35][CH2:36][CH2:37][CH2:38][CH3:39].[Cl:1][c:2]1[c:3]([OH:16])[c:4]([C:11]([O:13][CH2:12][CH3:14])=[O:15])[c:5](=[O:10])[n:6]([CH3:9])[c:7]1[CH3:8].[NH2:17][c:18]1[nH:19][c:20]2[c:21]([n:22]1)[cH:23][cH:24][cH:25][cH:26]2>>[Cl:1][c:2]1[c:3]([OH:16])[c:4]([C:11](=[O:13])[NH:17][c:18]2[n:19][c:20]3[c:21]([nH:22]2)[cH:23][cH:24][cH:25][cH:26]3)[c:5](=[O:10])[n:6]([CH3:9])[c:7]1[CH3:8]. Reactants: C[C@@H]1NCCOC1 ((S)-3-Methylmorpholine), COC1=CC=C(CN(C2=NC(=NC(=N2)C)C=2C(=NC=C(C=O)C2)NC=2C=NC(=C(C2)F)OC)CC2=CC=C(C=C2)OC)C=C1 (5-(4-(bis(4-methoxybenzyl)amino)-6-methyl-1,3,5-triazin-2-yl)-6-(5-fluoro-6-methoxypyridin-3-ylamino)nicotinaldehyde), C(#N)[BH3-].[Na+] (sodium cyanoborohydride). Reagents/catalysts: [O-]CC.[Ti+4].[O-]CC.[O-]CC.[O-]CC (titanium (IV) ethoxide). Run in C1CCOC1 (THF). Reaction conditions: temperature 70 celsius, time 2 hour. Yields the product FC=1C=C(C=NC1OC)NC1=NC=C(C=C1C1=NC(=NC(=N1)C)N(CC1=CC=C(C=C1)OC)CC1=CC=C(C=C1)OC)CN1[C@H](COCC1)C ((S)-4-(2-(5-fluoro-6-methoxypyridin-3-ylamino)-5-((3-methylmorpholino)methyl)pyridin-3-yl)-N,N-bis(4-methoxybenzyl)-6-methyl-1,3,5-triazin-2-amine). The yield is 105.9%. RXN SMILES: [CH3:1][C@H:2]1[CH2:7][O:6][CH2:5][CH2:4][NH:3]1.[CH3:8][O:9][C:10]1[CH:51]=[CH:50][C:13]([CH2:14][N:15]([CH2:41][C:42]2[CH:47]=[CH:46][C:45]([O:48][CH3:49])=[CH:44][CH:43]=2)[C:16]2[N:21]=[C:20]([CH3:22])[N:19]=[C:18]([C:23]3[C:24]([NH:31][C:32]4[CH:33]=[N:34][C:35]([O:39][CH3:40])=[C:36]([F:38])[CH:37]=4)=[N:25][CH:26]=[C:27]([CH:30]=3)[CH:28]=O)[N:17]=2)=[CH:12][CH:11]=1.C([BH3-])#N.[Na+]>C1COCC1.[O-]CC.[Ti+4].[O-]CC.[O-]CC.[O-]CC>[F:38][C:36]1[CH:37]=[C:32]([NH:31][C:24]2[C:23]([C:18]3[N:19]=[C:20]([CH3:22])[N:21]=[C:16]([N:15]([CH2:41][C:42]4[CH:43]=[CH:44][C:45]([O:48][CH3:49])=[CH:46][CH:47]=4)[CH2:14][C:13]4[CH:12]=[CH:11][C:10]([O:9][CH3:8])=[CH:51][CH:50]=4)[N:17]=3)=[CH:30][C:27]([CH2:28][N:3]3[CH2:4][CH2:5][O:6][CH2:7][C@@H:2]3[CH3:1])=[CH:26][N:25]=2)[CH:33]=[N:34][C:35]=1[O:39][CH3:40] |f:2.3,5.6.7.8.9|. Reported procedure: (S)-3-Methylmorpholine (Aldrich, 0.105 g, 1.041 mmol) and 5-(4-(bis(4-methoxybenzyl)amino)-6-methyl-1,3,5-triazin-2-yl)-6-(5-fluoro-6-methoxypyridin-3-ylamino)nicotinaldehyde (Example 143, Step 2; 0.310 g, 0.520 mmol) were suspended in THF (3 mL) and titanium (IV) ethoxide (0.60 mL, 2.90 mmol) was added. The mixture was sealed and heated at 70° C. overnight. The light brown solution was cooled to 0° C. and excess sodium cyanoborohydride (0.327 g, 5.20 mmol) was added, and the mixture was stirred... The reactants are C(C)C=1C=C2C=CC=CN2C1 (2-ethyl-indolizine), ClCCCC1=CC=C(C(=O)Cl)C=C1 (4-(3-chloropropyl)benzoyl chloride). Run in O (water). Run at temperature 50 celsius. The product is C(C)C=1C=C2C=CC=CN2C1C(=O)C1=CC=C(C=C1)CCCCl ((2-ethylindolizin-3-yl)[4-(3-chloropropyl)phenyl]methanone). Yield: 94.9%. Reaction SMILES: [CH2:1]([C:3]1[CH:4]=[C:5]2[N:10]([CH:11]=1)[CH:9]=[CH:8][CH:7]=[CH:6]2)[CH3:2].[Cl:12][CH2:13][CH2:14][CH2:15][C:16]1[CH:24]=[CH:23][C:19]([C:20](Cl)=[O:21])=[CH:18][CH:17]=1>O>[CH2:1]([C:3]1[CH:4]=[C:5]2[N:10]([C:11]=1[C:20]([C:19]1[CH:23]=[CH:24][C:16]([CH2:15][CH2:14][CH2:13][Cl:12])=[CH:17][CH:18]=1)=[O:21])[CH:9]=[CH:8][CH:7]=[CH:6]2)[CH3:2]. Procedure details: A mixture of 8 g (55 mmoles) of 2-ethyl-indolizine and 13.1 g (60 mmoles) of 4-(3-chloropropyl)benzoyl chloride was heated to 50° C. for 18 hours. It was taken up in water, extracted with dichloromethane, washed with a sodium carbonate solution; the organic phase was then dried over sodium sulphate and concentrated to dryness. It was purified by flash chromatography over alumina (eluent: cyclohexane/methylene chloride, 50/50). In this manner, 17 g of the desired compound was obtained in the form... The reactants are O=C([O-])[O-], CCO, Clc1ncncc1I, Cc1ccc(C(=O)Nc2cccc(C(F)(F)F)c2)cc1-c1ccc(N)cc1, [Na+], [Na+]. Product: Cc1ccc(C(=O)Nc2cccc(C(F)(F)F)c2)cc1-c1ccc(Nc2ncncc2I)cc1. Reaction SMILES: [C:39](=[O:40])([O-:41])[O-:42].[CH3:36][CH2:37][OH:38].[Cl:28][c:29]1[n:30][cH:31][n:32][cH:33][c:34]1[I:35].[NH2:1][c:2]1[cH:3][cH:4][c:5](-[c:8]2[cH:9][c:10]([C:15](=[O:16])[NH:17][c:18]3[cH:19][c:20]([C:24]([F:25])([F:26])[F:27])[cH:21][cH:22][cH:23]3)[cH:11][cH:12][c:13]2[CH3:14])[cH:6][cH:7]1.[Na+:43].[Na+:44]>>[NH:1]([c:2]1[cH:3][cH:4][c:5](-[c:8]2[cH:9][c:10]([C:15](=[O:16])[NH:17][c:18]3[cH:19][c:20]([C:24]([F:25])([F:26])[F:27])[cH:21][cH:22][cH:23]3)[cH:11][cH:12][c:13]2[CH3:14])[cH:6][cH:7]1)[c:29]1[n:30][cH:31][n:32][cH:33][c:34]1[I:35]. Reactants: C(\C=C\C=C\C(=O)OC)(=O)OC (dimethyl trans-transmuconate), C1(CCCCC1)ON1C(CC(CC1(C)C)O)(C)C (1-cyclohexyloxy-2,2,6,6-tetra-methylpiperidin-4-ol), [NH2-].[Li+] (lithium amide). The solvent is C1(=CC=CC=C1)C (toluene), C(C)(=O)OCC (ethyl acetate). Product: C(\C=C\C=C\C(=O)OC1CC(N(C(C1)(C)C)OC1CCCCC1)(C)C)(=O)OC1CC(N(C(C1)(C)C)OC1CCCCC1)(C)C (Bis-(1-cyclohexyloxy-2,2,6,6-tetramethylpiperidin-4-yl) trans,trans-Muconate). Reaction SMILES: [C:1]([O:11]C)(=O)/[CH:2]=[CH:3]/[CH:4]=[CH:5]/[C:6]([O:8][CH3:9])=[O:7].[CH:13]1([O:19][N:20]2[C:25]([CH3:27])([CH3:26])[CH2:24][CH:23]([OH:28])[CH2:22][C:21]2([CH3:30])[CH3:29])[CH2:18][CH2:17][CH2:16][CH2:15][CH2:14]1.[NH2-:31].[Li+]>C1(C)C=CC=CC=1.C(OCC)(=O)C>[C:6]([O:8][CH:9]1[CH2:27][C:25]([CH3:24])([CH3:26])[N:31]([O:19][CH:13]2[CH2:18][CH2:17][CH2:16][CH2:15][CH2:14]2)[C:21]([CH3:30])([CH3:29])[CH2:22]1)(=[O:7])/[CH:5]=[CH:4]/[CH:3]=[CH:2]/[C:1]([O:28][CH:23]1[CH2:22][C:21]([CH3:30])([CH3:29])[N:20]([O:19][CH:13]2[CH2:14][CH2:15][CH2:16][CH2:17][CH2:18]2)[C:25]([CH3:26])([CH3:27])[CH2:24]1)=[O:11] |f:2.3|. Reported procedure: A solution of 1.70 gram of dimethyl trans-transmuconate, 5.62 grams of 1-cyclohexyloxy-2,2,6,6-tetra-methylpiperidin-4-ol and 0.025 gram of lithium amide in 100 ml of toluene is heated under reflux with a Dean-Stark trap for 8 hours. The reaction mixture is then diluted with ethyl acetate, and then washed with water, brine and dried over anhydrous magnesium sulfate. Concentration under reduced pressure followed by chromatographic separation affords the title compound as a white solid. Starting materials: [BH4-], CCOC(=O)C(CC(Cc1ccc2cnn(CCCOC)c2c1)C(C)C)NC(=O)OC(C)(C)C, CCO, [Na+]. Product: COCCCn1ncc2ccc(CC(CC(CO)NC(=O)OC(C)(C)C)C(C)C)cc21. As a reaction SMILES: [BH4-:35].[C:1]([CH3:2])([CH3:3])([CH3:4])[O:5][C:6](=[O:7])[NH:8][CH:9]([C:10](=[O:11])[O:12][CH2:13][CH3:14])[CH2:15][CH:16]([CH:17]([CH3:18])[CH3:19])[CH2:20][c:21]1[cH:22][cH:23][c:24]2[cH:25][n:26][n:27]([CH2:30][CH2:31][CH2:32][O:33][CH3:34])[c:28]2[cH:29]1.[CH3:37][CH2:38][OH:39].[Na+:36]>>[C:1]([CH3:2])([CH3:3])([CH3:4])[O:5][C:6](=[O:7])[NH:8][CH:9]([CH2:10][OH:11])[CH2:15][CH:16]([CH:17]([CH3:18])[CH3:19])[CH2:20][c:21]1[cH:22][cH:23][c:24]2[cH:25][n:26][n:27]([CH2:30][CH2:31][CH2:32][O:33][CH3:34])[c:28]2[cH:29]1. The reactants are CCC(C(=O)[O-])n1cc(-c2ccc(Br)cc2)n(C2CC2)c1=O, CO, Cl, [K+], [OH-]. Product: O=C(O)Cn1cc(-c2ccc(Br)cc2)n(C2CC2)c1=O. As a reaction SMILES: [CH2:1]([CH3:2])[CH:3]([C:4](=[O:5])[O-:6])[n:7]1[c:8](=[O:22])[n:9]([CH:19]2[CH2:20][CH2:21]2)[c:10](-[c:12]2[cH:13][cH:14][c:15]([Br:18])[cH:16][cH:17]2)[cH:11]1.[CH3:26][OH:27].[ClH:25].[K+:24].[OH-:23]>>[CH2:3]([C:4](=[O:5])[OH:6])[n:7]1[c:8](=[O:22])[n:9]([CH:19]2[CH2:20][CH2:21]2)[c:10](-[c:12]2[cH:13][cH:14][c:15]([Br:18])[cH:16][cH:17]2)[cH:11]1. Starting materials: ClCCl, CC, Cl, NC(=O)c1cc(-c2ccsc2)cc2c(C3CCNCC3)n[nH]c12, O=S(=O)(Cl)Cl. Product: CCS(=O)(=O)N1CCC(c2n[nH]c3c(C(N)=O)cc(-c4ccsc4)cc23)CC1. RXN SMILES: [CH2:32]([Cl:33])[Cl:34].[CH3:30][CH3:31].[ClH:1].[NH:2]1[CH2:3][CH2:4][CH:5]([c:8]2[n:9][nH:10][c:11]3[c:12]([C:22](=[O:23])[NH2:24])[cH:13][c:14](-[c:17]4[cH:18][s:19][cH:20][cH:21]4)[cH:15][c:16]23)[CH2:6][CH2:7]1.[S:25](=[O:26])(=[O:27])([Cl:28])[Cl:29]>>[N:2]1([S:25](=[O:26])(=[O:27])[CH2:30][CH3:31])[CH2:3][CH2:4][CH:5]([c:8]2[n:9][nH:10][c:11]3[c:12]([C:22](=[O:23])[NH2:24])[cH:13][c:14](-[c:17]4[cH:18][s:19][cH:20][cH:21]4)[cH:15][c:16]23)[CH2:6][CH2:7]1.